From a dataset of the Open Reaction Database (ORD), a public repository of structured organic reaction records. describe an organic reaction: reactants, conditions, products, and yield The reactants are Cc1cc(C)c2c(C#N)c(C=CC(=O)O)n(C3CCCc4ccccc43)c2n1, O=C(Cl)C(=O)Cl, C1CCOC1, Nc1ccc(C(F)(F)F)cc1, CN(C)C=O, O, c1ccncc1. Product: Cc1cc(C)c2c(C#N)c(C=CC(=O)Nc3ccc(C(F)(F)F)cc3)n(C3CCCc4ccccc43)c2n1. As a reaction SMILES: [C:1](#[N:2])[c:3]1[c:4]([CH:24]=[CH:25][C:26](=[O:27])[OH:28])[n:5]([CH:14]2[CH2:15][CH2:16][CH2:17][c:18]3[cH:19][cH:20][cH:21][cH:22][c:23]32)[c:6]2[n:7][c:8]([CH3:13])[cH:9][c:10]([CH3:12])[c:11]12.[C:29]([Cl:30])(=[O:31])[C:32]([Cl:33])=[O:34].[CH2:52]1[O:53][CH2:54][CH2:55][CH2:56]1.[F:35][C:36]([c:37]1[cH:38][cH:39][c:40]([NH2:41])[cH:42][cH:43]1)([F:44])[F:45].[O:58]=[CH:59][N:60]([CH3:61])[CH3:62].[OH2:57].[cH:46]1[cH:47][cH:48][n:49][cH:50][cH:51]1>>[C:1](#[N:2])[c:3]1[c:4]([CH:24]=[CH:25][C:26](=[O:28])[NH:41][c:40]2[cH:39][cH:38][c:37]([C:36]([F:35])([F:44])[F:45])[cH:43][cH:42]2)[n:5]([CH:14]2[CH2:15][CH2:16][CH2:17][c:18]3[cH:19][cH:20][cH:21][cH:22][c:23]32)[c:6]2[n:7][c:8]([CH3:13])[cH:9][c:10]([CH3:12])[c:11]12. Reactants: C(C)(C)(C)OC(=O)NCCC[C@H](C(=O)O)NC(=O)OCC1C2=CC=CC=C2C=2C=CC=CC12 (5-t-butoxycarbonylamino-(2R)-(9H-fluoren-9-ylmethoxycarbonylamino)-pentanoic acid), C=1C=CC2=C(C1)N=NN2O (HOBt), CCN=C=NCCCN(C)C.Cl (WSCI hydrochloride). The solvent is C(C)O (ethanol). Reaction conditions: time 2 hour. The product is C(C)OC([C@@H](CCCNC(=O)OC(C)(C)C)NC(=O)OCC1C2=CC=CC=C2C=2C=CC=CC12)=O (5-t-butoxycarbonylamino-(2R)-(9H-fluoren-9-ylmethoxycarbonylamino)-pentanoic acid ethyl ester). The yield is 93.9%. As a reaction SMILES: [C:1]([O:5][C:6]([NH:8][CH2:9][CH2:10][CH2:11][C@@H:12]([NH:16][C:17]([O:19][CH2:20][CH:21]1[C:33]2[CH:32]=[CH:31][CH:30]=[CH:29][C:28]=2[C:27]2[C:22]1=[CH:23][CH:24]=[CH:25][CH:26]=2)=[O:18])[C:13]([OH:15])=[O:14])=[O:7])([CH3:4])([CH3:3])[CH3:2].[CH:34]1C=CC2N(O)N=NC=2[CH:39]=1.CCN=C=NCCCN(C)C.Cl>C(O)C>[CH2:34]([O:14][C:13](=[O:15])[C@H:12]([NH:16][C:17]([O:19][CH2:20][CH:21]1[C:33]2[CH:32]=[CH:31][CH:30]=[CH:29][C:28]=2[C:27]2[C:22]1=[CH:23][CH:24]=[CH:25][CH:26]=2)=[O:18])[CH2:11][CH2:10][CH2:9][NH:8][C:6]([O:5][C:1]([CH3:4])([CH3:2])[CH3:3])=[O:7])[CH3:39] |f:2.3|. Reported procedure: In ethanol (60 ml), 5-t-butoxycarbonylamino-(2R)-(9H-fluoren-9-ylmethoxycarbonylamino)-pentanoic acid (1.9914 g) was dissolved. The solution was added with HOBt (770.2 mg) and WSCI hydrochloride (1.0927 g) and the whole was stirred at room temperature for 2 hours. After completion of the reaction, the solvent was distilled off. The residue was dissolved in chloroform and washed with 1 mol/l hydrochloric acid, a 1 mol/l sodium hydroxide aqueous solution, and a saturated saline solution, followed ... Reactants: CC1(C2CCC(CC(CC1)C2=C)O)C (7,7-dimethyl-10-methylene-bicyclo[4.3.1] decan-3-ol), C(C)(=O)OC(C)=O (acetic anhydride), O (H2O). Reagents/catalysts: P(O)(O)(O)=O (phosphoric acid). Solvent: CCOCC (ether). Run at time 8 hour. The product is C(C)(=O)OC1CC2CCC(C(CC1)C2=C)(C)C (7,7-dimethyl-10-methylene-bicyclo[4.3.1]dec-3-yl acetate). RXN SMILES: [CH3:1][C:2]1([CH3:14])[CH2:10][CH2:9][CH:8]2[C:11](=[CH2:12])[CH:3]1[CH2:4][CH2:5][CH:6]([OH:13])[CH2:7]2.[C:15](OC(=O)C)(=[O:17])[CH3:16].O>P(=O)(O)(O)O.CCOCC>[C:15]([O:13][CH:6]1[CH2:5][CH2:4][CH:3]2[C:11](=[CH2:12])[CH:8]([CH2:9][CH2:10][C:2]2([CH3:14])[CH3:1])[CH2:7]1)(=[O:17])[CH3:16]. Procedure details: In a 3-necked flask which was equipped with a reflux condenser, there were placed, under N2 -atmosphere, 0.9 g (4.6 mmoles) of 7,7-dimethyl-10-methylene-bicyclo[4.3.1] decan-3-ol, 8 ml of acetic anhydride and 1 drop of phosphoric acid. The reaction mixture was stirred overnight at room temperature. Then 50 ml of H2O were added and the solution stirred one more night at room temperature. The resulting mixture was taken up in ether, washed to neutrality with brine and dried over Na2SO4. After filt... Yields the product FC1=C(C=C(C=C1)C(F)(F)F)NC(=O)NC1=CC=C(C=C1)C#CC=1C=CC=2N(N1)C=C(N2)NC(=O)NC2=C(C=CC(=C2)C(F)(F)F)F (1-[2-fluoro-5-(trifluoromethyl)phenyl]-3-[4-({2-[({[2-fluoro-5-(trifluoromethyl)phenyl]amino}carbonyl)amino]imidazo[1,2-b]pyridazin-6-yl}ethynyl)phenyl]urea). Procedure: The compound of Example 10 was made by preparing 6-[(4-aminophenyl)ethynyl]imidazo[1,2-b]pyridazin-2-amine as in Example 20, followed by a procedure similar to Example 3 using 1-fluoro-2-isocyanato-4-(trifluoromethyl)benzene as the isocyanate (see also Schemes 1, 2, and 9). The reactants are [N-]=C=O (isocyanate), compound, NC1=CC=C(C=C1)C#CC=1C=CC=2N(N1)C=C(N2)N (6-[(4-aminophenyl)ethynyl]imidazo[1,2-b]pyridazin-2-amine), FC1=C(C=C(C=C1)C(F)(F)F)N=C=O (1-fluoro-2-isocyanato-4-(trifluoromethyl)benzene). RXN SMILES: [NH2:1][C:2]1[CH:7]=[CH:6][C:5]([C:8]#[C:9][C:10]2[CH:11]=[CH:12][C:13]3[N:14]([CH:16]=[C:17]([NH2:19])[N:18]=3)[N:15]=2)=[CH:4][CH:3]=1.[F:20][C:21]1[CH:26]=[CH:25][C:24]([C:27]([F:30])([F:29])[F:28])=[CH:23][C:22]=1[N:31]=[C:32]=[O:33].[N-:34]=[C:35]=[O:36]>>[F:20][C:21]1[CH:26]=[CH:25][C:24]([C:27]([F:30])([F:29])[F:28])=[CH:23][C:22]=1[NH:31][C:32]([NH:1][C:2]1[CH:7]=[CH:6][C:5]([C:8]#[C:9][C:10]2[CH:11]=[CH:12][C:13]3[N:14]([CH:16]=[C:17]([NH:19][C:35]([NH:34][C:22]4[CH:23]=[C:24]([C:27]([F:29])([F:30])[F:28])[CH:25]=[CH:26][C:21]=4[F:20])=[O:36])[N:18]=3)[N:15]=2)=[CH:4][CH:3]=1)=[O:33]. The reactants are F[B-](F)(F)F, C[Si](C)(C)CCOCn1ccc2nc(NC(=O)NC3CCCN(C(=O)CC#N)C3)cnc21, CC#N, [Li+], NCCN, O. Product: N#CCC(=O)N1CCCC(NC(=O)Nc2cnc3[nH]ccc3n2)C1. As a reaction SMILES: [B-:33]([F:34])([F:35])([F:36])[F:37].[C:1](#[N:2])[CH2:3][C:4](=[O:5])[N:6]1[CH2:7][CH:8]([NH:12][C:13](=[O:14])[NH:15][c:16]2[n:17][c:18]3[c:19]([n:20][cH:21]2)[n:22]([CH2:25][O:26][CH2:27][CH2:28][Si:29]([CH3:30])([CH3:31])[CH3:32])[cH:23][cH:24]3)[CH2:9][CH2:10][CH2:11]1.[CH3:44][C:45]#[N:46].[Li+:38].[NH2:39][CH2:40][CH2:41][NH2:42].[OH2:43]>>[C:1](#[N:2])[CH2:3][C:4](=[O:5])[N:6]1[CH2:7][CH:8]([NH:12][C:13](=[O:14])[NH:15][c:16]2[n:17][c:18]3[c:19]([n:20][cH:21]2)[nH:22][cH:23][cH:24]3)[CH2:9][CH2:10][CH2:11]1. Reactants: resultant mixture, [N+](=[N-])=CC (diazoethane), N1=C(C=CC=C1)OC=1C=C(C(=O)Cl)C=CC1 (3-(2-pyridyloxy)benzoyl chloride). Solvent: CCOCC (ether), CCOCC (ether). Yields the product N1=C(C=CC=C1)OC=1C=C(C=CC1)C(C(C)=[N+]=[N-])=O (3-(2-pyridyloxy)-1-(2-diazopropionyl)benzene). As a reaction SMILES: [N+:1](=[CH:3][CH3:4])=[N-:2].[N:5]1[CH:10]=[CH:9][CH:8]=[CH:7][C:6]=1[O:11][C:12]1[CH:13]=[C:14]([CH:18]=[CH:19][CH:20]=1)[C:15](Cl)=[O:16]>CCOCC>[N:5]1[CH:10]=[CH:9][CH:8]=[CH:7][C:6]=1[O:11][C:12]1[CH:13]=[C:14]([C:15](=[O:16])[C:3](=[N+:1]=[N-:2])[CH3:4])[CH:18]=[CH:19][CH:20]=1. Procedure details: To a solution of diazoethane (2.5 mol equivalent) in ether (150 ml), a solution of 3-(2-pyridyloxy)benzoyl chloride in anhydrous ether (90 ml) is added dropwise at -20°C for 40 minutes. The resultant mixture is stirred at -20°C for 20 minutes. The diazoethane is evaporated at -20°C under reduced pressure, and the ether is evaporated at -10°C to 0°C under reduced pressure. The residue is chromatographed on a column of silica gel, which is eluted with 20% ether/benzene and 30% ether/benzene to giv... Starting materials: OC=1C=C(C(=O)CC(=O)OCC)C=C(C1O)[N+](=O)[O-] (ethyl (3,4-dihydroxy-5-nitrobenzoyl)acetate), O.NN (hydrazine hydrate). Solvent: C(C)O (ethanol). Conditions: time 5 minute. Product: OC1=CC(=NN1)C1=CC(=C(C(O)=C1)O)[N+](=O)[O-] (5-(5-hydroxypyrazol-3-yl)-3-nitropyrocatechol). As a reaction SMILES: [OH:1][C:2]1[CH:3]=[C:4]([CH:13]=[C:14]([N+:17]([O-:19])=[O:18])[C:15]=1[OH:16])[C:5]([CH2:7][C:8](OCC)=[O:9])=O.O.[NH2:21][NH2:22]>C(O)C>[OH:9][C:8]1[NH:22][N:21]=[C:5]([C:4]2[CH:3]=[C:2]([OH:1])[C:15]([OH:16])=[C:14]([N+:17]([O-:19])=[O:18])[CH:13]=2)[CH:7]=1 |f:1.2|. Procedure details: 2.0 g of ethyl (3,4-dihydroxy-5-nitrobenzoyl)acetate are suspended in 50 ml of ethanol. After treatment with 0.4 g of hydrazine hydrate the mixture is held at the reflux temperature for 16 hours. After distillation of the solvent, the residue is held at the boiling temperature for 5 minutes with 50 ml of ethyl acetate. The separated precipitate is filtered under suction and the filtrate is concentrated to 10 ml. The crystals, which separate in the cold, are filtered under suction. There is obtai... The reactants are CC(C)CC(NC(=O)C(Cc1c[nH]cn1)NC(=O)CNC(=O)c1ccccc1)C(=O)O, [Cl-], [Na+], O. The product is CC(C)CC(NC(=O)C(N)Cc1c[nH]cn1)C(=O)O. RXN SMILES: [C:1](=[O:2])([CH2:3][NH:4][C:5]([c:6]1[cH:7][cH:8][cH:9][cH:10][cH:11]1)=[O:12])[NH:13][CH:14]([CH2:15][c:16]1[cH:17][nH:18][cH:19][n:20]1)[C:21](=[O:22])[NH:23][CH:24]([CH2:25][CH:26]([CH3:27])[CH3:28])[C:29](=[O:30])[OH:31].[Cl-:33].[Na+:32].[OH2:34]>>[NH2:13][CH:14]([CH2:15][c:16]1[cH:17][nH:18][cH:19][n:20]1)[C:21](=[O:22])[NH:23][CH:24]([CH2:25][CH:26]([CH3:27])[CH3:28])[C:29](=[O:30])[OH:31].